describe an organic reaction: reactants, conditions, products, and yield From a dataset of the Open Reaction Database (ORD), a public repository of structured organic reaction records. The reactants are C(C)(=O)OC1=C(C=C(C=C1)C(C)N1CCN(CC1)C1=NC2=CC=CC=C2C=C1)OC (1-[1-(4-acetoxy-3-methoxyphenyl)ethyl]-4-(2-quinolinyl)piperazine), Cl (hydrochloric acid). The solvent is C(C)(=O)OCC (ethyl acetate), [OH-].[Na+] (sodium hydroxide), C(C)O (ethanol). The product is O.OC1=C(C=C(C=C1)C(C)N1CCN(CC1)C1=NC2=CC=CC=C2C=C1)OC.OC1=C(C=C(C=C1)C(C)N1CCN(CC1)C1=NC2=CC=CC=C2C=C1)OC (1-[1-(4-Hydroxy-3-methoxyphenyl)ethyl]-4-(2-quinolinyl)piperazine Hemihydrate). The yield is 41.7%. As a reaction SMILES: C([O:4][C:5]1[CH:10]=[CH:9][C:8]([CH:11]([N:13]2[CH2:18][CH2:17][N:16]([C:19]3[CH:28]=[CH:27][C:26]4[C:21](=[CH:22][CH:23]=[CH:24][CH:25]=4)[N:20]=3)[CH2:15][CH2:14]2)[CH3:12])=[CH:7][C:6]=1[O:29][CH3:30])(=[O:3])C.Cl>[OH-].[Na+].C(O)C.C(OCC)(=O)C>[OH2:3].[OH:4][C:5]1[CH:10]=[CH:9][C:8]([CH:11]([N:13]2[CH2:18][CH2:17][N:16]([C:19]3[CH:28]=[CH:27][C:26]4[C:21](=[CH:22][CH:23]=[CH:24][CH:25]=4)[N:20]=3)[CH2:15][CH2:14]2)[CH3:12])=[CH:7][C:6]=1[O:29][CH3:30].[OH:4][C:5]1[CH:10]=[CH:9][C:8]([CH:11]([N:13]2[CH2:18][CH2:17][N:16]([C:19]3[CH:28]=[CH:27][C:26]4[C:21](=[CH:22][CH:23]=[CH:24][CH:25]=4)[N:20]=3)[CH2:15][CH2:14]2)[CH3:12])=[CH:7][C:6]=1[O:29][CH3:30] |f:2.3,6.7.8|. Procedure details: A solution of 1-[1-(4-acetoxy-3-methoxyphenyl)ethyl]-4-(2-quinolinyl)piperazine(4.7 g) in 50% sodium hydroxide solution (8 ml) and 50% aqueous ethanol (50 ml) was heated at 50° C. for 24 hrs, under nitrogen. The reaction mixture was diluted with ethyl acetate (150 ml), neutralized with 10% hydrochloric acid and dried over anhydrous sodium sulfate, filtered, and the filtrate was concentrated in vacuo. The residue was flash chromatographed (silica gel), eluting with 1% acetone/1% methanol/dichloro... The reactants are FC(C1=CC=C(OC2=CC=C(C=C2)C2=C(NC(=CC2=O)C)C)C=C1)(F)F (3-(4-(4-trifluoromethylphenoxy)phenyl)-2,6-dimethyl pyridin-4(1H)-one), BrN1C(CCC1=O)=O (N-bromosuccinimide). Solvent: C(Cl)(Cl)Cl (chloroform). Yields the product BrC1=C(NC(=C(C1=O)C1=CC=C(C=C1)OC1=CC=C(C=C1)C(F)(F)F)C)C (3-Bromo-5-(4-(4-trifluoromethylphenoxy)phenyl)-2,6-dimethylpyridin-4(1H)-one). Isolated yield 43.4%. As a reaction SMILES: [F:1][C:2]([F:26])([F:25])[C:3]1[CH:24]=[CH:23][C:6]([O:7][C:8]2[CH:13]=[CH:12][C:11]([C:14]3[C:19](=[O:20])[CH:18]=[C:17]([CH3:21])[NH:16][C:15]=3[CH3:22])=[CH:10][CH:9]=2)=[CH:5][CH:4]=1.[Br:27]N1C(=O)CCC1=O>C(Cl)(Cl)Cl>[Br:27][C:18]1[C:19](=[O:20])[C:14]([C:11]2[CH:12]=[CH:13][C:8]([O:7][C:6]3[CH:5]=[CH:4][C:3]([C:2]([F:1])([F:25])[F:26])=[CH:24][CH:23]=3)=[CH:9][CH:10]=2)=[C:15]([CH3:22])[NH:16][C:17]=1[CH3:21]. Reported procedure: To a stirred suspension of 3-(4-(4-trifluoromethylphenoxy)phenyl)-2,6-dimethyl pyridin-4(1H)-one (4.12 g) in chloroform (50 ml) at room temperature was added N-bromosuccinimide (2.25 g). After 2 hr the mixture was filtered and the solid washed with chlorofrom and dried in vacuo. Recrystallisation from DMF afforded the title compound (2.18 g), m.p. 304°-305°, NMR δH (d6 -DMSO) 7.70 (2H, dd, J 5, 0.5 Hz), 7.0-7.3 (6H, m), 2.42 (3H, s), 2.1 (3H, s).